Dataset: the Open Reaction Database (ORD), a public repository of structured organic reaction records. Task: describe an organic reaction: reactants, conditions, products, and yield The reactants are [OH-].[K+] (Potassium hydroxide), S1C(=CC=C1)S (thiophene-2-thiol), CS(=O)(=O)OC1CN(C1)C(C1=CC=CC=C1)C1=CC=CC=C1 (1-benzhydrylazetidin-3-yl methanesulfonate), [OH-].[K+] (Potassium hydroxide), S1C(=CC=C1)S (thiophene-2-thiol). Run in C1CCOC1 (THF). Reaction conditions: temperature 80 celsius, time 30 minute. The product is C(C1=CC=CC=C1)(C1=CC=CC=C1)N1CC(C1)SC=1SC=CC1 (1-Benzhydryl-3-(thiophen-2-ylthio)-azetidine), solid. Isolated yield 37.0%. As a reaction SMILES: [OH-].[K+].[S:3]1[CH:7]=[CH:6][CH:5]=[C:4]1[SH:8].CS(O[CH:14]1[CH2:17][N:16]([CH:18]([C:25]2[CH:30]=[CH:29][CH:28]=[CH:27][CH:26]=2)[C:19]2[CH:24]=[CH:23][CH:22]=[CH:21][CH:20]=2)[CH2:15]1)(=O)=O>C1COCC1>[CH:18]([N:16]1[CH2:17][CH:14]([S:8][C:4]2[S:3][CH:7]=[CH:6][CH:5]=2)[CH2:15]1)([C:25]1[CH:26]=[CH:27][CH:28]=[CH:29][CH:30]=1)[C:19]1[CH:20]=[CH:21][CH:22]=[CH:23][CH:24]=1 |f:0.1|. Procedure: Potassium hydroxide (141 mg, 2.52 mmol) and thiophene-2-thiol (292 mg, 238 μL) were added to a solution of 1-benzhydrylazetidin-3-yl methanesulfonate (400 mg, 1.26 mmol) solubilized in THF (7 mL). The reaction mixture was stirred a first time under microwave irradiations (100 W) at 80° C. for 30 minutes. Potassium hydroxide (141 mg, 2.52 mmol) and thiophene-2-thiol (292 mg, 238 μL) were added and the reaction mixture was stirred for a second time under microwave irradiations (100 W) at 80° C. fo... As a reaction SMILES: [BH4-:28].[CH2:1]([c:2]1[cH:3][cH:4][cH:5][cH:6][cH:7]1)[N:8]1[C:9](=[O:27])[N:10]([CH2:20][c:21]2[cH:22][cH:23][cH:24][cH:25][cH:26]2)[CH:11]([C:17](=[O:18])[OH:19])[CH:12]1[C:13](=[O:14])[O:15][CH3:16].[CH3:31][c:32]1[cH:33][cH:34][cH:35][cH:36][cH:37]1.[CH:38]([OH:39])([CH3:40])[CH3:41].[ClH:30].[Na+:29]>>[CH2:1]([c:2]1[cH:3][cH:4][cH:5][cH:6][cH:7]1)[N:8]1[C:9](=[O:27])[N:10]([CH2:20][c:21]2[cH:22][cH:23][cH:24][cH:25][cH:26]2)[CH:11]2[CH:12]1[C:13](=[O:14])[O:18][CH2:17]2. The reactants are [BH4-], COC(=O)C1C(C(=O)O)N(Cc2ccccc2)C(=O)N1Cc1ccccc1, Cc1ccccc1, CC(C)O, Cl, [Na+]. Yields the product O=C1OCC2C1N(Cc1ccccc1)C(=O)N2Cc1ccccc1. The reactants are CN(C)S(=O)(=O)Cl, Nc1ccc2nc(NC3CCc4ccccc43)ccc2c1, O, c1ccncc1. The product is CN(C)S(=O)(=O)Nc1ccc2nc(NC3CCc4ccccc43)ccc2c1. Reaction SMILES: [CH3:22][N:23]([S:24](=[O:25])(=[O:26])[Cl:27])[CH3:28].[CH:1]1([NH:10][c:11]2[n:12][c:13]3[cH:14][cH:15][c:16]([NH2:21])[cH:17][c:18]3[cH:19][cH:20]2)[CH2:2][CH2:3][c:4]2[cH:5][cH:6][cH:7][cH:8][c:9]21.[OH2:29].[cH:30]1[cH:31][cH:32][n:33][cH:34][cH:35]1>>[CH:1]1([NH:10][c:11]2[n:12][c:13]3[cH:14][cH:15][c:16]([NH:21][S:24]([N:23]([CH3:22])[CH3:28])(=[O:25])=[O:26])[cH:17][c:18]3[cH:19][cH:20]2)[CH2:2][CH2:3][c:4]2[cH:5][cH:6][cH:7][cH:8][c:9]21. Reaction SMILES: [C:1]([C:2](=[CH2:3])[CH3:4])(=[O:5])[NH:6][C:7]([O:8][CH2:9][CH3:10])=[O:11].[CH3:19][c:20]1[cH:21][cH:22][cH:23][cH:24][cH:25]1.[NH2:12][c:13]1[cH:14][cH:15][cH:16][cH:17][cH:18]1>>[C:1]([C:2](=[CH2:3])[CH3:4])(=[O:5])[NH:6][C:7](=[O:11])[NH:12][c:13]1[cH:14][cH:15][cH:16][cH:17][cH:18]1. Yields the product C=C(C)C(=O)NC(=O)Nc1ccccc1. Starting materials: C=C(C)C(=O)NC(=O)OCC, Cc1ccccc1, Nc1ccccc1. Procedure: 2-Fluoro-4-{[1-(3-fluoro-benzenesulfonyl)-4-methoxy-2,3-dihydro-1H-indole-6-carbonyl]-amino}-benzoic acid, m/z (ES+): 489.08 (M+H+.), was prepared in analogy to example 14, steps 1 to 6. Step 5 was performed using 3-fluoro-benzenesulfonyl chloride and yielded 2-fluoro-4-{[1-(3-fluoro-benzenesulfonyl)-4-methoxy-2,3-dihydro-1H-indole-6-carbonyl]-amino}-benzoic acid ethyl ester, which was hydrolyzed in step 6. The reactants are FC1=C(C(=O)O)C=CC(=C1)NC(=O)C1=CC(=C2CCN(C2=C1)S(=O)(=O)C1=CC(=CC=C1)F)OC (2-Fluoro-4-{[1-(3-fluoro-benzenesulfonyl)-4-methoxy-2,3-dihydro-1H-indole-6-carbonyl]-amino}-benzoic acid), FC=1C=C(C=CC1)S(=O)(=O)Cl (3-fluoro-benzenesulfonyl chloride). Reaction SMILES: [F:1][C:2]1[CH:10]=[C:9]([NH:11][C:12]([C:14]2[CH:22]=[C:21]3[C:17]([CH2:18][CH2:19][N:20]3[S:23]([C:26]3[CH:31]=[CH:30][CH:29]=[C:28]([F:32])[CH:27]=3)(=[O:25])=[O:24])=[C:16]([O:33][CH3:34])[CH:15]=2)=[O:13])[CH:8]=[CH:7][C:3]=1[C:4]([OH:6])=[O:5].F[C:36]1C=C(S(Cl)(=O)=O)C=C[CH:41]=1>>[CH2:36]([O:5][C:4](=[O:6])[C:3]1[CH:7]=[CH:8][C:9]([NH:11][C:12]([C:14]2[CH:22]=[C:21]3[C:17]([CH2:18][CH2:19][N:20]3[S:23]([C:26]3[CH:31]=[CH:30][CH:29]=[C:28]([F:32])[CH:27]=3)(=[O:25])=[O:24])=[C:16]([O:33][CH3:34])[CH:15]=2)=[O:13])=[CH:10][C:2]=1[F:1])[CH3:41]. Yields the product C(C)OC(C1=C(C=C(C=C1)NC(=O)C1=CC(=C2CCN(C2=C1)S(=O)(=O)C1=CC(=CC=C1)F)OC)F)=O (2-fluoro-4-{[1-(3-fluoro-benzenesulfonyl)-4-methoxy-2,3-dihydro-1H-indole-6-carbonyl]-amino}-benzoic acid ethyl ester). The product is BrC=1C=C(C=C(C1)OC)C1=CC(=NN1C1=CC(=NC=C1)Cl)C(=O)N1CC(NCC1)=O (4-{[5-(3-Bromo-5-methoxyphenyl)-1-(2-chloropyridin-4-yl)-1H-pyrazol-3-yl]carbonyl}piperazin-2-one). Reaction SMILES: [Br:1][C:2]1[CH:3]=[C:4]([C:10]2[N:14]([C:15]3[CH:20]=[CH:19][N:18]=[C:17]([Cl:21])[CH:16]=3)[N:13]=[C:12]([C:22](O)=[O:23])[CH:11]=2)[CH:5]=[C:6]([O:8][CH3:9])[CH:7]=1.ClC1C=C(C2N(C3C=CC=CN=3)N=C([C:44]([N:46]3[CH2:50][C:49](=[O:51])[NH:48][CH2:47]3)=O)C=2)C=C(F)C=1.O=C1CNCCN1>>[Br:1][C:2]1[CH:3]=[C:4]([C:10]2[N:14]([C:15]3[CH:20]=[CH:19][N:18]=[C:17]([Cl:21])[CH:16]=3)[N:13]=[C:12]([C:22]([N:46]3[CH2:44][CH2:47][NH:48][C:49](=[O:51])[CH2:50]3)=[O:23])[CH:11]=2)[CH:5]=[C:6]([O:8][CH3:9])[CH:7]=1. Procedure: 50 mg (0.12 mmol) of the compound of Example 51A is reacted analogously to the synthesis of the compound of Example 1 with 13 mg (0.14 mmol) of 2-oxopiperazine. 50 mg (84% of theory) of the title compound is obtained. The reactants are BrC=1C=C(C=C(C1)OC)C1=CC(=NN1C1=CC(=NC=C1)Cl)C(=O)O (5-(3-Bromo-5-methoxyphenyl)-1-(2-chloropyridin-4-yl)-1H-pyrazole-3-carboxylic acid), ClC=1C=C(C=C(C1)F)C1=CC(=NN1C1=NC=CC=C1)C(=O)N1CNC(C1)=O (1-{[5-(3-Chloro-5-fluorophenyl)-1-(pyridin-2-yl)-1H-pyrazol-3-yl]carbonyl}imidazolidin-4-one), O=C1NCCNC1 (2-oxopiperazine). The reactants are II (iodine), Cl (hydrochloric acid), C(CCCC)C1CCC(CC1)C1=CC(=CC(=C1)F)F ((4-pentyl-cyclohexyl)-3,5-difluorobenzene), solution, C(CCC)[Li] (n-butyl lithium). Run in C1CCOC1 (THF), CCCCCC (hexane). Run at time 30 minute. Yields the product C(CCCC)C1CCC(CC1)C1=CC(=C(C(=C1)F)I)F ((4-pentyl-cyclohexyl)-3,5-difluoro-4-iodobenzene). The yield is 83.0%. As a reaction SMILES: [CH2:1]([CH:6]1[CH2:11][CH2:10][CH:9]([C:12]2[CH:17]=[C:16]([F:18])[CH:15]=[C:14]([F:19])[CH:13]=2)[CH2:8][CH2:7]1)[CH2:2][CH2:3][CH2:4][CH3:5].C([Li])CCC.[I:25]I.Cl>CCCCCC.C1COCC1>[CH2:1]([CH:6]1[CH2:11][CH2:10][CH:9]([C:12]2[CH:13]=[C:14]([F:19])[C:15]([I:25])=[C:16]([F:18])[CH:17]=2)[CH2:8][CH2:7]1)[CH2:2][CH2:3][CH2:4][CH3:5]. Procedure: To a mixture of (4-pentyl-cyclohexyl)-3,5-difluorobenzene (10 mmol) and 150 ml of THF, was added dropwise 7.5 ml of a solution of n-butyl lithium (corresponding to 12 mmol) in hexane while keeping them at a temperature lower than −70° C., and stirred at the same temperature for 30 min. While keeping the solution at a temperature lower than −70° C., iodine (30 mmol) was added thereto. Then, the solution was stirred for 1.5 hours, temperature of the solution was gradually backed up to room tempera...